The task is: describe an organic reaction: reactants, conditions, products, and yield. This data is from the Open Reaction Database (ORD), a public repository of structured organic reaction records. Reactants: [H-].[Na+] (Sodium hydride), N1(CCCCCC1)C1=CC(=NC2=CC(=CC=C12)CO)C ((4-azepan-1-yl-2-methyl-quinolin-7-yl)-methanol), BrCCOC (1-bromo-2-methoxy-ethane), [H-].[Na+] (sodium hydride), BrCCOC (1-bromo-2-methoxyethane). Solvent: CN(C=O)C (N,N-dimethylformamide). Conditions: time 22 hour. Product: N1(CCCCCC1)C1=CC(=NC2=CC(=CC=C12)COCCOC)C (4-Azepan-1-yl-7-(2-methoxy-ethoxymethyl)-2-methyl-quinoline). Isolated yield 32.0%. As a reaction SMILES: [H-].[Na+].[N:3]1([C:10]2[C:19]3[C:14](=[CH:15][C:16]([CH2:20][OH:21])=[CH:17][CH:18]=3)[N:13]=[C:12]([CH3:22])[CH:11]=2)[CH2:9][CH2:8][CH2:7][CH2:6][CH2:5][CH2:4]1.Br[CH2:24][CH2:25][O:26][CH3:27]>CN(C)C=O>[N:3]1([C:10]2[C:19]3[C:14](=[CH:15][C:16]([CH2:20][O:21][CH2:24][CH2:25][O:26][CH3:27])=[CH:17][CH:18]=3)[N:13]=[C:12]([CH3:22])[CH:11]=2)[CH2:4][CH2:5][CH2:6][CH2:7][CH2:8][CH2:9]1 |f:0.1|. Reported procedure: Sodium hydride (55-65% dispersion in mineral oil, 10 mg, 0.25 mmol) was added to a solution of (4-azepan-1-yl-2-methyl-quinolin-7-yl)-methanol (example 3, 50 mg, 0.19 mmol) and 1-bromo-2-methoxy-ethane (15 mg, 0.19 mmol) in N,N-dimethylformamide (2 mL). After 22 h at 50° C., another portion of sodium hydride (10 mg) and 1-bromo-2-methoxyethane (15 mg) was added, and stirring was continued for 16 h. Then the reaction mixture was partitioned between 1 M aq. sodium carbonate solution and ethyl acet... Reactants: yellow oil, O (water), O (water), C1(=C(C(=CC(=C1)C)C)N=CC1=NC(=CC=C1)C1=C(C=CC2=CC=CC=C12)CNC1=C(C=CC=C1)C)C (mesityl{[6-(2-{[(2-methylphenyl)amino]methyl}-1-naphthyl)pyridin-2-yl]methylene}amine), C1CCOC1 (THF), [Li]C=1C=CC=CC1 (PhLi). Solvent: CCOCC (ether). Reaction conditions: temperature -78 celsius. Product: CC1=C(NC(C2=CC=CC=C2)C2=NC(=CC=C2)C2=C(C=CC3=CC=CC=C23)CNC2=C(C=CC=C2)C)C(=CC(=C1)C)C (2,4,6-Trimethyl-N-[[6-(2-{[(2-methylphenyl)amino]methyl}-1-naphthyl)pyridin-2-yl](phenyl)methyl]aniline). RXN SMILES: [C:1]1([CH3:36])[CH:6]=[C:5]([CH3:7])[CH:4]=[C:3]([CH3:8])[C:2]=1[N:9]=[CH:10][C:11]1[CH:16]=[CH:15][CH:14]=[C:13]([C:17]2[C:26]3[C:21](=[CH:22][CH:23]=[CH:24][CH:25]=3)[CH:20]=[CH:19][C:18]=2[CH2:27][NH:28][C:29]2[CH:34]=[CH:33][CH:32]=[CH:31][C:30]=2[CH3:35])[N:12]=1.C1COCC1.[Li][C:43]1[CH:44]=[CH:45][CH:46]=[CH:47][CH:48]=1.O>CCOCC>[CH3:36][C:1]1[CH:6]=[C:5]([CH3:7])[CH:4]=[C:3]([CH3:8])[C:2]=1[NH:9][CH:10]([C:11]1[CH:16]=[CH:15][CH:14]=[C:13]([C:17]2[C:26]3[C:21](=[CH:22][CH:23]=[CH:24][CH:25]=3)[CH:20]=[CH:19][C:18]=2[CH2:27][NH:28][C:29]2[CH:34]=[CH:33][CH:32]=[CH:31][C:30]=2[CH3:35])[N:12]=1)[C:43]1[CH:44]=[CH:45][CH:46]=[CH:47][CH:48]=1. Reported procedure: To a solution of 1.05 g (2.23 mmol) of mesityl{[6-(2-{[(2-methylphenyl)amino]methyl}-1-naphthyl)pyridin-2-yl]methylene}amine in 20 ml of THF 7.60 ml (5.60 mmol) of 0.74 M PhLi in ether was added by vigorous stirring at −78° C. The resulting mixture was heated to room temperature and then stirred for 10 min. Further on, 2 ml of water was added, and then the reaction mixture was poured into 50 ml of water. The crude product was extracted with 3×20 ml of ether. The organic extract was washed by 2×3...